From a dataset of the Open Reaction Database (ORD), a public repository of structured organic reaction records. describe an organic reaction: reactants, conditions, products, and yield Isolated yield 101.2%. Run in C1CCOC1 (THF). Reactants: ClC1=C(C=C(C=C1C(C)O)C#N)NC1=NN2C(C(=N1)NC1CC1)=NC=C2C#N (2-((2-chloro-5-cyano-3-(1-hydroxyethyl)phenyl)amino)-4-(cyclopropylamino)imidazo[2,1-f][1,2,4]triazine-7-carbonitrile), CS(=O)(=O)Cl (methanesulfonyl chloride). Product: CS(=O)(=O)OC(C)C1=C(C(=CC(=C1)C#N)NC1=NN2C(C(=N1)NC1CC1)=NC=C2C#N)Cl (1-(2-chloro-5-cyano-3-((7-cyano-4-(cyclopropylamino)imidazo[2,1-f][1,2,4]triazin-2-yl)amino)phenyl)ethyl methanesulfonate). Reaction SMILES: [Cl:1][C:2]1[C:7]([CH:8]([OH:10])[CH3:9])=[CH:6][C:5]([C:11]#[N:12])=[CH:4][C:3]=1[NH:13][C:14]1[N:19]=[C:18]([NH:20][CH:21]2[CH2:23][CH2:22]2)[C:17]2=[N:24][CH:25]=[C:26]([C:27]#[N:28])[N:16]2[N:15]=1.[CH3:29][S:30](Cl)(=[O:32])=[O:31]>C1COCC1>[CH3:29][S:30]([O:10][CH:8]([C:7]1[CH:6]=[C:5]([C:11]#[N:12])[CH:4]=[C:3]([NH:13][C:14]2[N:19]=[C:18]([NH:20][CH:21]3[CH2:22][CH2:23]3)[C:17]3=[N:24][CH:25]=[C:26]([C:27]#[N:28])[N:16]3[N:15]=2)[C:2]=1[Cl:1])[CH3:9])(=[O:32])=[O:31]. Procedure details: A solution of 2-((2-chloro-5-cyano-3-(1-hydroxyethyl)phenyl)amino)-4-(cyclopropylamino)imidazo[2,1-f][1,2,4]triazine-7-carbonitrile (Example 677) (56 mg, 0.14 mmol) in THF (4 mL) was cooled in an ice bath and methanesulfonyl chloride (28 μL, 0.36 mmol) was added. The bath was removed and quenched after 5 min with a little water. This was extracted with EtOAc and the organic extracts were washed with brine and dried with sodium sulfate. The solvent was removed to leave 1-(2-chloro-5-cyano-3-((7-c... The reactants are BrC1=C(C=CC(=C1)Cl)CO ((2-bromo-4-chlorophenyl)methanol), ClC1=NC(=NC(=C1)CCl)N (4-chloro-6-(chloromethyl)pyrimidin-2-amine), C(=O)([O-])[O-].[K+].[K+] (K2CO3). The solvent is CN(C)C=O (DMF). Reaction conditions: temperature 100 celsius. Product: BrC1=C(COC2=NC(=NC(=C2)Cl)N)C=CC(=C1)Cl (4-((2-bromo-4-chlorobenzyl)oxy)-6-chloropyrimidin-2-amine). RXN SMILES: [Br:1][C:2]1[CH:7]=[C:6]([Cl:8])[CH:5]=[CH:4][C:3]=1[CH2:9][OH:10].[Cl:11][C:12]1[CH:17]=[C:16](CCl)[N:15]=[C:14]([NH2:20])[N:13]=1.C([O-])([O-])=O.[K+].[K+]>CN(C=O)C>[Br:1][C:2]1[CH:7]=[C:6]([Cl:8])[CH:5]=[CH:4][C:3]=1[CH2:9][O:10][C:16]1[CH:17]=[C:12]([Cl:11])[N:13]=[C:14]([NH2:20])[N:15]=1 |f:2.3.4|. Procedure details: A mixture of (2-bromo-4-chlorophenyl)methanol (173 mg, 1. mmol), 4-chloro-6-(chloromethyl)pyrimidin-2-amine (178 mg, 1.16 mmol) and K2CO3 (175 mg, 1.00 mmol) in DMF (5 mL) was heated to 100° C. for 12 h. The reaction was cooled to RT, concentrated in vacuo, and extracted with EtOAc. The combined organic layers were washed with brine, dried over Na2SO4, and concentrated in vacuo. Purification on normal phase silica gel (EtOAc/petroleum ether) provided 4-((2-bromo-4-chlorobenzyl)oxy)-6-chloropyrim... The reactants are Cl.C(#N)C=1C=C(N)C=CC1OCC(C)C (3-cyano-4-isobutoxyaniline hydrochloride), N(=O)[O-].[Na+] (sodium nitrite), stannous chloride dihydrate. The product is C(#N)C=1C=C(C=CC1OCC(C)C)NN (3-cyano-4-isobutoxy-phenylhydrazine). Yield: 82.8%. RXN SMILES: Cl.[C:2]([C:4]1[CH:5]=[C:6]([CH:8]=[CH:9][C:10]=1[O:11][CH2:12][CH:13]([CH3:15])[CH3:14])[NH2:7])#[N:3].[N:16]([O-])=O.[Na+]>>[C:2]([C:4]1[CH:5]=[C:6]([NH:7][NH2:16])[CH:8]=[CH:9][C:10]=1[O:11][CH2:12][CH:13]([CH3:15])[CH3:14])#[N:3] |f:0.1,2.3|. Reported procedure: To an aqueous solution (34 ml) of 3-cyano-4-isobutoxyaniline hydrochloride (20 g) were added sodium nitrite (6.8 g), stannous chloride dihydrate (61 g) and con. hydrochloric add (100 ml) with stirring under ice-cooling. After the completion of the reaction, precipitated crystals were collected by filtration. The crystals were added to water, and the mixture was neutralized with aqueous sodium hydroxide solution, extracted with a mixed solvent of toluene and tert-butanol, washed with water and dr... Starting materials: ClC=1C=C(C=CC1OC)N1C(CC2=CC=CC=C12)=O (1-(3-chloro-4-methoxyphenyl)-2(1H,3H)-indolone), CN1C(CCC1)=O (N-methyl-2-pyrrolidone), C(C)(=O)OCC (ethyl acetate). Run in CCOCC (ether). The product is ClC=1C=C(C=CC1OC)N1C(C(C2=CC=CC=C12)=C1N(CCC1)C)=O (1-(3-Chloro-4-methoxyphenyl)-3-(1-methyl-2-pyrrolidinylidene)-2(1H,3H)-indolone). Reaction SMILES: C(OCC)(=O)C.[Cl:7][C:8]1[CH:9]=[C:10]([N:16]2[C:24]3[C:19](=[CH:20][CH:21]=[CH:22][CH:23]=3)[CH2:18][C:17]2=[O:25])[CH:11]=[CH:12][C:13]=1[O:14][CH3:15].[CH3:26][N:27]1[CH2:31][CH2:30][CH2:29][C:28]1=O>CCOCC>[Cl:7][C:8]1[CH:9]=[C:10]([N:16]2[C:24]3[C:19](=[CH:20][CH:21]=[CH:22][CH:23]=3)[C:18](=[C:28]3[CH2:29][CH2:30][CH2:31][N:27]3[CH3:26])[C:17]2=[O:25])[CH:11]=[CH:12][C:13]=1[O:14][CH3:15]. Procedure: By the procedure of Example B1, except that ethyl acetate was used as eluant and ether to crystallize the product, 1-(3-chloro-4-methoxyphenyl)-2(1H,3H)-indolone (1.05 g, 3.84 mole) and N-methyl-2-pyrrolidone (0.62 ml, 6.42 mmoles) were converted to title product, 0.58 g, m.p. 126°-127.5°. Starting materials: CCOC(=O)CCBr, CC#N, CCOCC, CCOC(C)=O, Cl, Fc1ccc2c(C3CCNCC3)nsc2c1, O. Product: Cl, CCOC(=O)CCN1CCC(c2nsc3cc(F)ccc23)CC1. RXN SMILES: [Br:17][CH2:18][CH2:19][C:20](=[O:21])[O:22][CH2:23][CH3:24].[CH3:25][C:26]#[N:27].[CH3:29][CH2:30][O:31][CH2:32][CH3:33].[CH3:34][CH2:35][O:36][C:37]([CH3:38])=[O:39].[ClH:28].[F:1][c:2]1[cH:3][c:4]2[c:5]([c:6]([CH:9]3[CH2:10][CH2:11][NH:12][CH2:13][CH2:14]3)[n:7][s:8]2)[cH:15][cH:16]1.[OH2:40]>>[ClH:28].[F:1][c:2]1[cH:3][c:4]2[c:5]([c:6]([CH:9]3[CH2:10][CH2:11][N:12]([CH2:18][CH2:19][C:20](=[O:21])[O:22][CH2:23][CH3:24])[CH2:13][CH2:14]3)[n:7][s:8]2)[cH:15][cH:16]1. The reactants are C(Br)(Br)(Br)Br (carbon tetrabromide), C1(=CC=CC=C1)P(C1=CC=CC=C1)C1=CC=CC=C1 (triphenylphosphine), ClC1=CC(=CC(=N1)N(S(=O)(=O)C)CCC)CO (N-[6-chloro-4-(hydroxymethyl)pyridin-2-yl]-N-propylmethanesulfonamide). The solvent is ClCCl (dichloromethane). Run at time 10 minute. Yields the product BrCC1=CC(=NC(=C1)Cl)N(S(=O)(=O)C)CCC (N-[4-(bromomethyl)-6-chloropyridin-2-yl]-N-propylmethanesulfonamide). Reaction SMILES: [Cl:1][C:2]1[N:7]=[C:6]([N:8]([CH2:13][CH2:14][CH3:15])[S:9]([CH3:12])(=[O:11])=[O:10])[CH:5]=[C:4]([CH2:16]O)[CH:3]=1.C(Br)(Br)(Br)[Br:19].C1(P(C2C=CC=CC=2)C2C=CC=CC=2)C=CC=CC=1>ClCCl>[Br:19][CH2:16][C:4]1[CH:3]=[C:2]([Cl:1])[N:7]=[C:6]([N:8]([CH2:13][CH2:14][CH3:15])[S:9]([CH3:12])(=[O:11])=[O:10])[CH:5]=1. Reported procedure: To a solution of N-[6-chloro-4-(hydroxymethyl)pyridin-2-yl]-N-propylmethanesulfonamide (740 mg, 2.65 mmol) in dichloromethane (20 mL) cooled to 0° C. was added carbon tetrabromide (967 mg, 2.92 mmol) and triphenylphosphine (765 mg, 2.92 mmol). After 10 min, the reaction mixture was allowed to warm to rt and stirred for 0.5 h. The reaction mixture was concentrated in vacuo and purified by flash chromatography (silica, 0-25% EtOAc/hexanes) to provide N-[4-(bromomethyl)-6-chloropyridin-2-yl]-N-prop... Starting materials: BrC1=CC(=C(C=C1)C(=O)N1CCN(CC1)C1=NC=C(C=C1C)C)F ((4-bromo-2-fluorophenyl) [4-(3,5-dimethylpyridin-2-yl)piperazin-1-yl]methanone), CN1C(NC(C1=O)(C)C)=O (3,5,5-trimethylimidazolidine-2,4-dione). Product: CC=1C(=NC=C(C1)C)N1CCN(CC1)C(=O)C1=C(C=C(C=C1)N1C(N(C(C1(C)C)=O)C)=O)F (1-{4-[4-(3,5-dimethylpyridin-2-yl)piperazine-1-carbonyl]-3-fluorophenyl}-3,5,5-trimethylimidazolidine-2,4-dione). The yield is 16.5%. As a reaction SMILES: Br[C:2]1[CH:7]=[CH:6][C:5]([C:8]([N:10]2[CH2:15][CH2:14][N:13]([C:16]3[C:21]([CH3:22])=[CH:20][C:19]([CH3:23])=[CH:18][N:17]=3)[CH2:12][CH2:11]2)=[O:9])=[C:4]([F:24])[CH:3]=1.[CH3:25][N:26]1[C:30](=[O:31])[C:29]([CH3:33])([CH3:32])[NH:28][C:27]1=[O:34]>>[CH3:22][C:21]1[C:16]([N:13]2[CH2:14][CH2:15][N:10]([C:8]([C:5]3[CH:6]=[CH:7][C:2]([N:28]4[C:29]([CH3:33])([CH3:32])[C:30](=[O:31])[N:26]([CH3:25])[C:27]4=[O:34])=[CH:3][C:4]=3[F:24])=[O:9])[CH2:11][CH2:12]2)=[N:17][CH:18]=[C:19]([CH3:23])[CH:20]=1. Reported procedure: Using (4-bromo-2-fluorophenyl) [4-(3,5-dimethylpyridin-2-yl)piperazin-1-yl]methanone (157 mg) described in Preparation Example 114 and 3,5,5-trimethylimidazolidine-2,4-dione (63 mg) described in Preparation Example 218 and by the reaction and treatment in the same manner as in Example 536, the title compound (30 mg) was obtained. Starting materials: CC(=O)OC1CC(n2cnc3c(Br)ncnc32)OC1CO[Si](C)(C)C(C)(C)C, c1ccc(-c2ccccc2P(C2CCCCC2)C2CCCCC2)cc1, [K+], [K+], [K+], CC(=O)[O-], CC(=O)[O-], C1COCCO1, O=P([O-])([O-])[O-], [Pd+2], OB(O)c1ccccc1. The product is CC(=O)OC1CC(n2cnc3c(-c4ccccc4)ncnc32)OC1CO[Si](C)(C)C(C)(C)C. As a reaction SMILES: [C:43]([CH3:44])(=[O:45])[O:46][CH:47]1[CH:48]([CH2:62][O:63][Si:64]([CH3:65])([CH3:66])[C:67]([CH3:68])([CH3:69])[CH3:70])[O:49][CH:50]([n:52]2[c:53]3[n:54][cH:55][n:56][c:57]([Br:61])[c:58]3[n:59][cH:60]2)[CH2:51]1.[CH:1]1([P:2]([CH:3]2[CH2:4][CH2:5][CH2:6][CH2:7][CH2:8]2)[c:9]2[cH:10][cH:11][cH:12][cH:13][c:14]2-[c:15]2[cH:16][cH:17][cH:18][cH:19][cH:20]2)[CH2:21][CH2:22][CH2:23][CH2:24][CH2:25]1.[K+:40].[K+:41].[K+:42].[O-:78][C:79]([CH3:80])=[O:81].[O-:82][C:83]([CH3:84])=[O:85].[O:71]1[CH2:72][CH2:73][O:74][CH2:75][CH2:76]1.[P:35]([O-:36])([O-:37])([O-:38])=[O:39].[Pd+2:77].[c:26]1([B:32]([OH:33])[OH:34])[cH:27][cH:28][cH:29][cH:30][cH:31]1>>[c:26]1(-[c:57]2[n:56][cH:55][n:54][c:53]3[n:52]([CH:50]4[O:49][CH:48]([CH2:62][O:63][Si:64]([CH3:65])([CH3:66])[C:67]([CH3:68])([CH3:69])[CH3:70])[CH:47]([O:46][C:43]([CH3:44])=[O:45])[CH2:51]4)[cH:60][n:59][c:58]32)[cH:27][cH:28][cH:29][cH:30][cH:31]1.